Dataset: the Open Reaction Database (ORD), a public repository of structured organic reaction records. Task: describe an organic reaction: reactants, conditions, products, and yield The reactants are Cc1ccc(-c2c(NS(=O)(=O)c3ccc(C(C)(C)C)cc3)ncnc2OCCOc2ccc([N+](=O)[O-])cc2)cc1, C, CCO, C1CCOC1, [Pd]. The product is Cc1ccc(-c2c(NS(=O)(=O)c3ccc(C(C)(C)C)cc3)ncnc2OCCOc2ccc(N)cc2)cc1. RXN SMILES: [C:1]([CH3:2])([CH3:3])([CH3:4])[c:5]1[cH:6][cH:7][c:8]([S:11](=[O:12])(=[O:13])[NH:14][c:15]2[n:16][cH:17][n:18][c:19]([O:28][CH2:29][CH2:30][O:31][c:32]3[cH:33][cH:34][c:35]([N+:38]([O-:39])=[O:40])[cH:36][cH:37]3)[c:20]2-[c:21]2[cH:22][cH:23][c:24]([CH3:27])[cH:25][cH:26]2)[cH:9][cH:10]1.[C:41].[CH2:48]([OH:49])[CH3:50].[O:43]1[CH2:44][CH2:45][CH2:46][CH2:47]1.[Pd:42]>>[C:1]([CH3:2])([CH3:3])([CH3:4])[c:5]1[cH:6][cH:7][c:8]([S:11](=[O:12])(=[O:13])[NH:14][c:15]2[n:16][cH:17][n:18][c:19]([O:28][CH2:29][CH2:30][O:31][c:32]3[cH:33][cH:34][c:35]([NH2:38])[cH:36][cH:37]3)[c:20]2-[c:21]2[cH:22][cH:23][c:24]([CH3:27])[cH:25][cH:26]2)[cH:9][cH:10]1. Starting materials: O=C(O)C(F)(F)F, CC(C)(C)OC(=O)N1CC2CCN(c3cccnc3)C2C1. Product: c1cncc(N2CCC3CNCC32)c1. As a reaction SMILES: [OH:22][C:23]([C:24]([F:25])([F:26])[F:27])=[O:28].[n:1]1[cH:2][c:3]([N:7]2[CH:8]3[CH:9]([CH2:10][CH2:11]2)[CH2:12][N:13]([C:15]([O:16][C:17]([CH3:18])([CH3:19])[CH3:20])=[O:21])[CH2:14]3)[cH:4][cH:5][cH:6]1>>[n:1]1[cH:2][c:3]([N:7]2[CH:8]3[CH:9]([CH2:10][CH2:11]2)[CH2:12][NH:13][CH2:14]3)[cH:4][cH:5][cH:6]1. Starting materials: CC(Br)C(=O)Cl, CCN(C(C)C)C(C)C, ClCCl, O=C(OCc1ccccc1)C1CC2CCCCC2N1. Yields the product CC(Br)C(=O)N1C(C(=O)OCc2ccccc2)CC2CCCCC21. RXN SMILES: [Br:29][CH:30]([C:31](=[O:32])[Cl:33])[CH3:34].[CH:20]([N:21]([CH:22]([CH3:23])[CH3:24])[CH2:25][CH3:26])([CH3:27])[CH3:28].[Cl:35][CH2:36][Cl:37].[NH:1]1[CH:2]([C:10](=[O:11])[O:12][CH2:13][c:14]2[cH:15][cH:16][cH:17][cH:18][cH:19]2)[CH2:3][CH:4]2[CH2:5][CH2:6][CH2:7][CH2:8][CH:9]12>>[N:1]1([C:31]([CH:30]([Br:29])[CH3:34])=[O:32])[CH:2]([C:10](=[O:11])[O:12][CH2:13][c:14]2[cH:15][cH:16][cH:17][cH:18][cH:19]2)[CH2:3][CH:4]2[CH2:5][CH2:6][CH2:7][CH2:8][CH:9]12. The reactants are OC1=C(C=C(C=NN2C(=NC=C2)CCC)C=C1C(C)(C)C)C(C)(C)C (1-(4-hydroxy-3,5-di-tert.-butylbenzylideneamino)-2-propylimidazole), Cl (hydrochloric acid), [H][H] (hydrogen). Reagents/catalysts: [Pd] (palladium). Run in CO (methanol). Yields the product OC1=C(C=C(CNN2C(=NC=C2)CCC)C=C1C(C)(C)C)C(C)(C)C (1-(4-hydroxy-3,5-di-tert.-butylbenzylamino)-2-propylimidazole). Reaction SMILES: [OH:1][C:2]1[C:17]([C:18]([CH3:21])([CH3:20])[CH3:19])=[CH:16][C:5]([CH:6]=[N:7][N:8]2[CH:12]=[CH:11][N:10]=[C:9]2[CH2:13][CH2:14][CH3:15])=[CH:4][C:3]=1[C:22]([CH3:25])([CH3:24])[CH3:23].Cl.[H][H]>CO.[Pd]>[OH:1][C:2]1[C:17]([C:18]([CH3:21])([CH3:20])[CH3:19])=[CH:16][C:5]([CH2:6][NH:7][N:8]2[CH:12]=[CH:11][N:10]=[C:9]2[CH2:13][CH2:14][CH3:15])=[CH:4][C:3]=1[C:22]([CH3:23])([CH3:25])[CH3:24]. Procedure: 9.9 g of 1-(4-hydroxy-3,5-di-tert.-butylbenzylideneamino)-2-propylimidazole are hydrogenated at normal pressure and room temperature in 200 ml of methanol and 29 ml of 1N hydrochloric acid in the presence of 1 g of a palladium catalyst (5% on carbon). After 700 ml of hydrogen have been taken up, the catalyst is removed by filtration and the filtrate is evaporated. The residue is taken up with 100 ml of water, and saturated sodium bicarbonate solution is added up to a neutral reaction (pH=7). The... The reactants are Cc1ccc(C(=O)CBr)cc1, CC#N, O=C(OC(c1cccc(F)c1)c1cccc(F)c1)C1CN2CCC1CC2. Product: [Br-], Cc1ccc(C(=O)C[N+]23CCC(CC2)C(C(=O)OC(c2cccc(F)c2)c2cccc(F)c2)C3)cc1. RXN SMILES: [Br:27][CH2:28][C:29](=[O:30])[c:31]1[cH:32][cH:33][c:34]([CH3:37])[cH:35][cH:36]1.[CH3:38][C:39]#[N:40].[N:1]12[CH2:2][CH:3]([C:9](=[O:10])[O:11][CH:12]([c:13]3[cH:14][c:15]([F:19])[cH:16][cH:17][cH:18]3)[c:20]3[cH:21][c:22]([F:26])[cH:23][cH:24][cH:25]3)[CH:4]([CH2:5][CH2:6]1)[CH2:7][CH2:8]2>>[Br-:27].[N+:1]12([CH2:28][C:29](=[O:30])[c:31]3[cH:32][cH:33][c:34]([CH3:37])[cH:35][cH:36]3)[CH2:2][CH:3]([C:9](=[O:10])[O:11][CH:12]([c:13]3[cH:14][c:15]([F:19])[cH:16][cH:17][cH:18]3)[c:20]3[cH:21][c:22]([F:26])[cH:23][cH:24][cH:25]3)[CH:4]([CH2:5][CH2:6]1)[CH2:7][CH2:8]2. The reactants are Cl.CO (hydrochloric acid methanol), C1(=C(C=CC=C1)NC(OC1CCN(CC1)CCN(C)C(CCCCCNC1=CC=C(C=C1)C(NCCCN(C)C(=O)OC(C)(C)C)=O)=O)=O)C1=CC=CC=C1 (1-{2-[(6-{[4-({3-([tert-Butoxycarbonyl)(methyl)amino]propyl}carbamoyl)phenyl]amino}hexanoyl)(methyl)amino]ethyl}piperidin-4-yl biphenyl-2-ylcarbamate), C1(=CC=CC=C1)C (toluene). The solvent is ClCCl (dichloromethane). Conditions: time 16 hour. Product: Cl.Cl.Cl.C1(=C(C=CC=C1)NC(OC1CCN(CC1)CCN(C(CCCCCNC1=CC=C(C=C1)C(NCCCNC)=O)=O)C)=O)C1=CC=CC=C1 (1-[2-(Methyl{6-[(4-{[3-(methylamino)propyl]carbamoyl}phenyl)amino]hexanoyl}amino)ethyl]piperidin-4-yl biphenyl-2-ylcarbamate trihydrochloride). RXN SMILES: [C:1]1([C:50]2[CH:55]=[CH:54][CH:53]=[CH:52][CH:51]=2)[CH:6]=[CH:5][CH:4]=[CH:3][C:2]=1[NH:7][C:8](=[O:49])[O:9][CH:10]1[CH2:15][CH2:14][N:13]([CH2:16][CH2:17][N:18]([C:20](=[O:48])[CH2:21][CH2:22][CH2:23][CH2:24][CH2:25][NH:26][C:27]2[CH:32]=[CH:31][C:30]([C:33](=[O:47])[NH:34][CH2:35][CH2:36][CH2:37][N:38](C(OC(C)(C)C)=O)[CH3:39])=[CH:29][CH:28]=2)[CH3:19])[CH2:12][CH2:11]1.[ClH:56].CO.C1(C)C=CC=CC=1>ClCCl>[ClH:56].[ClH:56].[ClH:56].[C:1]1([C:50]2[CH:55]=[CH:54][CH:53]=[CH:52][CH:51]=2)[CH:6]=[CH:5][CH:4]=[CH:3][C:2]=1[NH:7][C:8](=[O:49])[O:9][CH:10]1[CH2:11][CH2:12][N:13]([CH2:16][CH2:17][N:18]([CH3:19])[C:20](=[O:48])[CH2:21][CH2:22][CH2:23][CH2:24][CH2:25][NH:26][C:27]2[CH:28]=[CH:29][C:30]([C:33](=[O:47])[NH:34][CH2:35][CH2:36][CH2:37][NH:38][CH3:39])=[CH:31][CH:32]=2)[CH2:14][CH2:15]1 |f:1.2,5.6.7.8|. Procedure: The compound (135 mg, 0.178 mmol) obtained in Example 73d was dissolved in 2.0 mL of dichloromethane, 2.0 mL of a 2 N hydrochloric acid-methanol solution was added, and the mixture was stirred at room temperature for 16 hours. 10 mL of toluene was added to the reaction mixture, and then the solvent was evaporated under reduced pressure to give a crude title compound. Procedure details: Example 22 was prepared using 2-(4-bromo-3-methylphenyl)-5-methyl-[1,3,4]oxadiazole and N-[4-methyl-3-(4,4,5,5, -tetramethyl-[1,3,2]dioxaborolan-2-yl)-phenyl]-3-furamide (Intermediate 25). The product is CC1=CC=C(C=C1C1=C(C=C(C=C1)C=1OC(=NN1)C)C)NC(=O)C1=COC=C1 (Furan-3-carboxylic acid [6,2′-dimethyl-4′-(5-methyl-[1,3,4]oxadiazol-2-yl)biphenyl-3-yl]-amide). Starting materials: BrC1=C(C=C(C=C1)C=1OC(=NN1)C)C (2-(4-bromo-3-methylphenyl)-5-methyl-[1,3,4]oxadiazole), N-[4-methyl-3-(4,4,5,5, -tetramethyl-[1,3,2]dioxaborolan-2-yl)-phenyl]-3-furamide, CC1=C(C=C(C=C1)NC(=O)C1=COC=C1)B1OC(C(O1)(C)C)(C)C (N-[4-Methyl-3-(4,4,5,5-tetramethyl-[1,3,2]dioxaborolan-2-yl)-phenyl]-3-furamide). RXN SMILES: Br[C:2]1[CH:7]=[CH:6][C:5]([C:8]2[O:9][C:10]([CH3:13])=[N:11][N:12]=2)=[CH:4][C:3]=1[CH3:14].[CH3:15][C:16]1[CH:21]=[CH:20][C:19]([NH:22][C:23]([C:25]2[CH:29]=[CH:28][O:27][CH:26]=2)=[O:24])=[CH:18][C:17]=1B1OC(C)(C)C(C)(C)O1>>[CH3:15][C:16]1[C:17]([C:2]2[CH:7]=[CH:6][C:5]([C:8]3[O:9][C:10]([CH3:13])=[N:11][N:12]=3)=[CH:4][C:3]=2[CH3:14])=[CH:18][C:19]([NH:22][C:23]([C:25]2[CH:29]=[CH:28][O:27][CH:26]=2)=[O:24])=[CH:20][CH:21]=1. The product is [N-]=[N+]=NCc1ccn2ncnc2c1. Reactants: ClCc1ccn2ncnc2c1, [N-]=[N+]=[N-], [Na+], CN(C)C=O. Reaction SMILES: [Cl:1][CH2:2][c:3]1[cH:4][c:5]2[n:6]([cH:7][cH:8]1)[n:9][cH:10][n:11]2.[N-:12]=[N+:13]=[N-:14].[Na+:15].[O:16]=[CH:17][N:18]([CH3:19])[CH3:20]>>[CH2:2]([c:3]1[cH:4][c:5]2[n:6]([cH:7][cH:8]1)[n:9][cH:10][n:11]2)[N:12]=[N+:13]=[N-:14].